This data is from the Open Reaction Database (ORD), a public repository of structured organic reaction records. The task is: describe an organic reaction: reactants, conditions, products, and yield Starting materials: [OH-].[Na+] (sodium hydroxide), C(C)OC(/C(/CCCNC1CCOC2=CC=CC=C12)=C/C1=CC(=C(C=C1)N1C=NC(=C1)C)OC)=O ((E)-5-(chroman-4-ylamino)-2-[3-methoxy-4-(4-methyl-1H-imidazol-1-yl)benzylidene]valeric acid ethyl ester), Cl (hydrochloric acid). Solvent: C(C)O (ethanol). Reaction conditions: time 12 hour. The product is O1CCC(C2=CC=CC=C12)N1C(/C(/CCC1)=C/C1=CC(=C(C=C1)N1C=NC(=C1)C)OC)=O ((E)-1-(chroman-4-yl)-3-[3-methoxy-4-(4-methyl-1H-imidazol-1-yl)benzylidene]piperidin-2-one). Reaction SMILES: [OH-].[Na+].C([O:5][C:6](=O)/[C:7](=[CH:22]/[C:23]1[CH:28]=[CH:27][C:26]([N:29]2[CH:33]=[C:32]([CH3:34])[N:31]=[CH:30]2)=[C:25]([O:35][CH3:36])[CH:24]=1)/[CH2:8][CH2:9][CH2:10][NH:11][CH:12]1[C:21]2[C:16](=[CH:17][CH:18]=[CH:19][CH:20]=2)[O:15][CH2:14][CH2:13]1)C.Cl>C(O)C>[O:15]1[C:16]2[C:21](=[CH:20][CH:19]=[CH:18][CH:17]=2)[CH:12]([N:11]2[CH2:10][CH2:9][CH2:8]/[C:7](=[CH:22]\[C:23]3[CH:28]=[CH:27][C:26]([N:29]4[CH:33]=[C:32]([CH3:34])[N:31]=[CH:30]4)=[C:25]([O:35][CH3:36])[CH:24]=3)/[C:6]2=[O:5])[CH2:13][CH2:14]1 |f:0.1|. Reported procedure: To a solution of (E)-5-chloro-2-(3-methoxy-4-(4-methyl-1H-imidazol-1-yl)benzylidene)valeric acid ethyl ester (50 mg) obtained in Example 417 in acetonitrile (2 mL) and water (0.2 mL), chroman-4-ylamine (CAS#53981-38-7) (31 mg) and cesium carbonate (90 mg) were added at room temperature, and the mixture was reacted in a microwave synthesizing equipment (80 W; 150° C.) for 1 hour. The reaction solution was allowed to be cooled to room temperature, water and ethyl acetate were added to the reaction... The reactants are COC(CC=1C=C(C(=CC1)OC)C1=C(C=C(C=C1)C(F)(F)F)CNC1CC1)=O ((2′-cyclopropylaminomethyl-6-methoxy-4′-trifluoromethyl-biphenyl-3-yl)-acetic acid methyl ester), C(C)(=O)Cl (acetyl chloride). Reported procedure: Prepared according to the procedure described in Example 1, Step 6, using the following starting materials: (2′-cyclopropylaminomethyl-6-methoxy-4′-trifluoromethyl-biphenyl-3-yl)-acetic acid methyl ester and acetyl chloride. As a reaction SMILES: [CH3:1][O:2][C:3](=[O:28])[CH2:4][C:5]1[CH:6]=[C:7]([C:13]2[CH:18]=[CH:17][C:16]([C:19]([F:22])([F:21])[F:20])=[CH:15][C:14]=2[CH2:23][NH:24][CH:25]2[CH2:27][CH2:26]2)[C:8]([O:11][CH3:12])=[CH:9][CH:10]=1.[C:29](Cl)(=[O:31])[CH3:30]>>[CH3:1][O:2][C:3](=[O:28])[CH2:4][C:5]1[CH:6]=[C:7]([C:13]2[CH:18]=[CH:17][C:16]([C:19]([F:22])([F:20])[F:21])=[CH:15][C:14]=2[CH2:23][N:24]([C:29](=[O:31])[CH3:30])[CH:25]2[CH2:26][CH2:27]2)[C:8]([O:11][CH3:12])=[CH:9][CH:10]=1. The product is COC(CC=1C=C(C(=CC1)OC)C1=C(C=C(C=C1)C(F)(F)F)CN(C1CC1)C(C)=O)=O ({2′-[(Acetyl-cyclopropyl-amino)-methyl]-6-methoxy-4′-trifluoromethyl-biphenyl-3-yl}-acetic acid methyl ester).